Dataset: the Open Reaction Database (ORD), a public repository of structured organic reaction records. Task: describe an organic reaction: reactants, conditions, products, and yield Reactants: BrC1=CN=C(S1)NC1=CC=C(C=C1)OC ((5-bromo-thiazol-2-yl)-(4-methoxy-phenyl)-amine), S1C=C(C=C1)B(O)O (3-thiophene-boronic acid), C(=O)([O-])[O-].[Na+].[Na+] (Na2CO3), O (water). Reagents/catalysts: C=1C=CC(=CC1)[P](C=2C=CC=CC2)(C=3C=CC=CC3)[Pd]([P](C=4C=CC=CC4)(C=5C=CC=CC5)C=6C=CC=CC6)([P](C=7C=CC=CC7)(C=8C=CC=CC8)C=9C=CC=CC9)[P](C=1C=CC=CC1)(C=1C=CC=CC1)C=1C=CC=CC1 (Pd(PPh3)4). The solvent is C1(=CC=CC=C1)C (toluene). Conditions: temperature 120 celsius. Product: COC1=CC=C(C=C1)NC=1SC(=CN1)C1=CSC=C1 ((4-Methoxy-phenyl)-(5-thiophen-3-yl-thiazol-2-yl)-amine). RXN SMILES: Br[C:2]1[S:6][C:5]([NH:7][C:8]2[CH:13]=[CH:12][C:11]([O:14][CH3:15])=[CH:10][CH:9]=2)=[N:4][CH:3]=1.[S:16]1[CH:20]=[CH:19][C:18](B(O)O)=[CH:17]1.C([O-])([O-])=O.[Na+].[Na+].O>C1(C)C=CC=CC=1.C1C=CC([P]([Pd]([P](C2C=CC=CC=2)(C2C=CC=CC=2)C2C=CC=CC=2)([P](C2C=CC=CC=2)(C2C=CC=CC=2)C2C=CC=CC=2)[P](C2C=CC=CC=2)(C2C=CC=CC=2)C2C=CC=CC=2)(C2C=CC=CC=2)C2C=CC=CC=2)=CC=1>[CH3:15][O:14][C:11]1[CH:12]=[CH:13][C:8]([NH:7][C:5]2[S:6][C:2]([C:18]3[CH:19]=[CH:20][S:16][CH:17]=3)=[CH:3][N:4]=2)=[CH:9][CH:10]=1 |f:2.3.4,^1:41,43,62,81|. Procedure: A mixture of (5-bromo-thiazol-2-yl)-(4-methoxy-phenyl)-amine (203 mg, 0.710 mmol), 3-thiophene-boronic acid (268 mg, 2.10 mmol, 6.0 equiv), Pd(PPh3)4 (12 mg, 0.0105 mmol, 0.03 equiv), Na2CO3 (326 mg, 3.08 mmol, 8.8 equiv), and water (305 μL, 16.7 mmol, 24 equiv) in toluene (10 mL) is heated in a sealed tube to 120° C. for 1 h, under an argon atmosphere. The resulting suspension is allowed to cool to RT and filtered through a pad of celite, washing the filter cake with CH2Cl2 and water. The layer... Starting materials: [N+](=O)([O-])C1=CC=C(C=C1)N1CCN(CC1)CCN (4-(4-nitrophenyl)piperazin-1-ylethylamine), CC1=CC(=NN1C1=CC=CC=C1)C=O (5-methyl-1-phenylpyrazole-3-carbaldehyde). Yields the product CC1=CC(=NN1C1=CC=CC=C1)CNCCN1CCN(CC1)C1=CC=C(C=C1)[N+](=O)[O-] (5-methyl-3-{2-[4-(4-nitrophenyl)piperazin-1-yl]ethyl}aminomethyl-1-phenylpyrazole). The yield is 59.6%. Reaction SMILES: [N+:1]([C:4]1[CH:9]=[CH:8][C:7]([N:10]2[CH2:15][CH2:14][N:13]([CH2:16][CH2:17][NH2:18])[CH2:12][CH2:11]2)=[CH:6][CH:5]=1)([O-:3])=[O:2].[CH3:19][C:20]1[N:24]([C:25]2[CH:30]=[CH:29][CH:28]=[CH:27][CH:26]=2)[N:23]=[C:22]([CH:31]=O)[CH:21]=1>>[CH3:19][C:20]1[N:24]([C:25]2[CH:26]=[CH:27][CH:28]=[CH:29][CH:30]=2)[N:23]=[C:22]([CH2:31][NH:18][CH2:17][CH2:16][N:13]2[CH2:12][CH2:11][N:10]([C:7]3[CH:6]=[CH:5][C:4]([N+:1]([O-:3])=[O:2])=[CH:9][CH:8]=3)[CH2:15][CH2:14]2)[CH:21]=1. Reported procedure: Compound 49 was prepared using the same method as that of Example 1 except that 4-(4-nitrophenyl)piperazin-1-ylethylamine and 5-methyl-1-phenylpyrazole-3-carbaldehyde were used. RXN SMILES: N(C(OC(C)C)=O)=NC(OC(C)C)=O.[CH3:15][NH:16][C:17]1[N:22]=[C:21]([CH2:23][CH2:24][OH:25])[CH:20]=[CH:19][CH:18]=1.O[C:27]1[CH:28]=[C:29]2[C:33](=[CH:34][CH:35]=1)[NH:32][C:31]([CH2:36][CH2:37][C:38]([O:40]C)=[O:39])=[CH:30]2.C1(P(C2C=CC=CC=2)C2C=CC=CC=2)C=CC=CC=1>O1CCCC1>[CH3:15][NH:16][C:17]1[N:22]=[C:21]([CH2:23][CH2:24][O:25][C:27]2[CH:28]=[C:29]3[C:33](=[CH:34][CH:35]=2)[NH:32][C:31]([CH2:36][CH2:37][C:38]([OH:40])=[O:39])=[CH:30]3)[CH:20]=[CH:19][CH:18]=1. The yield is 14.7%. Solvent: O1CCCC1 (tetrahydrofuran). Conditions: time 16 hour. Reported procedure: Diisopropyl azodicarboxylate (0.19 g, 0.94 mmol) was added to a solution of 2-[6-(methylamino)-2-pyridyl]ethan-1-ol (0.10 g, 0.66 mmol), as prepared in step e of Example 5, methyl 3-(5-hydroxyindolyl)propanoate (0.10 g, 0.46 mmol), as prepared in the preceding step, and triphenylphosphine (0.24 g, 0.92 mmol) in tetrahydrofuran (5.0 mL) at 0° C. in an ice bath. After stirring at ambient temperature overnight (16 h), the reaction was concentrated and the residue was purified by flash chromatograph... Starting materials: N(=NC(=O)OC(C)C)C(=O)OC(C)C (Diisopropyl azodicarboxylate), CNC1=CC=CC(=N1)CCO (2-[6-(methylamino)-2-pyridyl]ethan-1-ol), C1(=CC=CC=C1)P(C1=CC=CC=C1)C1=CC=CC=C1 (triphenylphosphine), OC=1C=C2C=C(NC2=CC1)CCC(=O)OC (methyl 3-(5-hydroxyindolyl)propanoate). Product: CNC1=CC=CC(=N1)CCOC=1C=C2C=C(NC2=CC1)CCC(=O)O (3-(5-{2-[6-(Methylamino)-2-pyridyl]ethoxy}indolyl)propanoic acid). The reactants are C(C)(CC)NC(CC1=CC(=CC=C1)N)=O (3-amino-phenylacetic acid sec.-butylamide), CN(C(=O)Cl)C (dimethylcarbamic acid chloride). Run in N1=CC=CC=C1 (pyridine). Run at time 2 hour. The product is C(C)(CC)NC(CC1=CC(=CC=C1)NC(=O)N(C)C)=O (3-(N',N'-dimethylureido)-phenylacetic acid sec.-butylamide). Yield: 61.3%. Reaction SMILES: [CH:1]([NH:5][C:6](=[O:15])[CH2:7][C:8]1[CH:13]=[CH:12][CH:11]=[C:10]([NH2:14])[CH:9]=1)([CH2:3][CH3:4])[CH3:2].[CH3:16][N:17]([CH3:21])[C:18](Cl)=[O:19]>N1C=CC=CC=1>[CH:1]([NH:5][C:6](=[O:15])[CH2:7][C:8]1[CH:13]=[CH:12][CH:11]=[C:10]([NH:14][C:18]([N:17]([CH3:21])[CH3:16])=[O:19])[CH:9]=1)([CH2:3][CH3:4])[CH3:2]. Procedure details: 20.6 g (0.1 mol) of 3-amino-phenylacetic acid sec.-butylamide were dissolved in 100 ml of pyridine. 10.75 g (0.1 mol) of dimethylcarbamic acid chloride were added thereto. The mixture was stirred for a further 2 hours at room temperature and 2 hours at 50° to 60° C. The residue which remained after distilling off the pyridine under reduced pressure was stirred with very dilute hydrochloric acid, filtered off and then recrystallized from butyl acetate. 17 g (61.5% of theory) of 3-(N',N'-dimethylu... Reactants: O.O.Cl[Sn]Cl (SnCl2.2H2O), ClC1=C(C(=O)N2C3=C(C=CCC2)SC=C3)C=CC(=C1)[N+](=O)[O-] (4-(2-chloro-4-nitrobenzoyl)-5,6-dihydro-4H-thieno[3,2-b]azepine). Solvent: C(C)O (ethanol). Reaction conditions: temperature 75 celsius. The product is ClC1=C(C(=O)N2C3=C(C=CCC2)SC=C3)C=CC(=C1)N (4-(2-Chloro-4-aminobenzoyl)-5,6-dihydro-4H-thieno-[3,2-b]azepine). RXN SMILES: O.O.Cl[Sn]Cl.[Cl:6][C:7]1[CH:24]=[C:23]([N+:25]([O-])=O)[CH:22]=[CH:21][C:8]=1[C:9]([N:11]1[CH2:17][CH2:16][CH:15]=[CH:14][C:13]2[S:18][CH:19]=[CH:20][C:12]1=2)=[O:10]>C(O)C>[Cl:6][C:7]1[CH:24]=[C:23]([NH2:25])[CH:22]=[CH:21][C:8]=1[C:9]([N:11]1[CH2:17][CH2:16][CH:15]=[CH:14][C:13]2[S:18][CH:19]=[CH:20][C:12]1=2)=[O:10] |f:0.1.2|. Reported procedure: To a solution of 2.36 g of SnCl2.2H2O in 13 ml of ethanol is added 0.70 g of 4-(2-chloro-4-nitrobenzoyl)-5,6-dihydro-4H-thieno[3,2-b]azepine. The mixture is heated at 75° C. for one hour, cooled to room temperature and concentrated under vacuum to 10 ml. The mixture is chilled in an ice bath and 1M NaHCO3 added slowly. The mixture is extracted with 100 ml ethyl acetate and then with 80 ml of ethyl acetate. The extracts are combined, washed with brine and dried (Na2SO4). The extract is passed thr... Reaction conditions: temperature 0 celsius, time 30 minute. Procedure: To a solution of cis-(2-methyl-2,3,4,6,7,8-hexahydro-1H-cyclopenta[g]quinolin-4-yl)-carbamic acid benzyl ester (Example 1A) (2.0 g, 4.9 mmol) in anhydrous dichloromethane (50 mL) was added pyridine (1.0 mL). The mixture was cooled to 0° C., and ethyl chloroformate (1.0 mL) was slowly added. The reaction was stirred at 0° C. for 30 min, then at room temperature for 4 h. The reaction mixture was washed twice with 25 mL of 2N HCl. The organic layer was dried over magnesium sulfate, filtered and con... Yields the product C(C)OC(=O)N1[C@H](C[C@H](C2=CC3=C(C=C12)CCC3)NC(=O)OCC3=CC=CC=C3)C (cis-4-Benzyloxycarbonylamino-2-methyl-2,3,4,6,7,8-hexahydro-cyclopenta[g]quinoline-1-carboxylic acid ethyl ester). Reaction SMILES: [CH2:1]([O:8][C:9](=[O:25])[NH:10][C@H:11]1[C:20]2[C:15](=[CH:16][C:17]3[CH2:23][CH2:22][CH2:21][C:18]=3[CH:19]=2)[NH:14][C@@H:13]([CH3:24])[CH2:12]1)[C:2]1[CH:7]=[CH:6][CH:5]=[CH:4][CH:3]=1.N1C=CC=CC=1.Cl[C:33]([O:35][CH2:36][CH3:37])=[O:34]>ClCCl>[CH2:36]([O:35][C:33]([N:14]1[C:15]2[C:20](=[CH:19][C:18]3[CH2:21][CH2:22][CH2:23][C:17]=3[CH:16]=2)[C@H:11]([NH:10][C:9]([O:8][CH2:1][C:2]2[CH:7]=[CH:6][CH:5]=[CH:4][CH:3]=2)=[O:25])[CH2:12][C@@H:13]1[CH3:24])=[O:34])[CH3:37]. The reactants are C(C1=CC=CC=C1)OC(N[C@@H]1C[C@@H](NC2=CC3=C(C=C12)CCC3)C)=O (cis-(2-methyl-2,3,4,6,7,8-hexahydro-1H-cyclopenta[g]quinolin-4-yl)-carbamic acid benzyl ester), N1=CC=CC=C1 (pyridine), ClC(=O)OCC (ethyl chloroformate). Run in ClCCl (dichloromethane).